Dataset: the Open Reaction Database (ORD), a public repository of structured organic reaction records. Task: describe an organic reaction: reactants, conditions, products, and yield The reactants are CC(=O)O, COc1ccc(F)c(B(O)O)c1F, C1CCOC1, OO. The product is COc1ccc(F)c(O)c1F. RXN SMILES: [CH3:14][C:15]([OH:16])=[O:17].[F:1][c:2]1[c:3]([B:11]([OH:12])[OH:13])[c:4]([F:10])[cH:5][cH:6][c:7]1[O:8][CH3:9].[O:20]1[CH2:21][CH2:22][CH2:23][CH2:24]1.[OH:18][OH:19]>>[F:1][c:2]1[c:3]([OH:16])[c:4]([F:10])[cH:5][cH:6][c:7]1[O:8][CH3:9]. Reactants: C(=O)(OCC)C=1C=C2C(=CNC2=CC1)CCN(C)C (2-[5-Carboethoxy-1H-indol-3-yl]N,N-dimethylethylamine), [OH-].[Li+] (lithium hydroxide). Solvent: C(C)O (ethanol). Reaction conditions: time 8 hour. The product is C(=O)(O)C=1C=C2C(=CNC2=CC1)CCN(C)C (2-[5-Carboxy-1H-indol-3-yl]N,N-dimethylethylamine). The yield is 74.9%. Reaction SMILES: [C:1]([C:6]1[CH:7]=[C:8]2[C:12](=[CH:13][CH:14]=1)[NH:11][CH:10]=[C:9]2[CH2:15][CH2:16][N:17]([CH3:19])[CH3:18])([O:3]CC)=[O:2].[OH-].[Li+]>C(O)C>[C:1]([C:6]1[CH:7]=[C:8]2[C:12](=[CH:13][CH:14]=1)[NH:11][CH:10]=[C:9]2[CH2:15][CH2:16][N:17]([CH3:18])[CH3:19])([OH:3])=[O:2] |f:1.2|. Procedure details: A solution of 2-[5-Carboethoxy-1H-indol-3-yl]N,N-dimethylethylamine (1.4 g, 5.4 mmol) and lithium hydroxide (0.45 g, 10.8 mmol) in ethanol (40 ml) was heated at 60° C. for 8 hours, then stirred overnight at room temperature. The ethanol was removed in vacuo and the crude residue chromatographed (eluant 20:15:5:1 ether:ethanol:water:ammonia). The acid (0.94 g, 75%) was isolated as a white solid, after precipitation with ether. δ(360 MHz, D6 -DMSO) 2.86 (6H, s), 3.09 (2H, t, J=7 Hz), 3.33 (2H, t, ... Starting materials: C(=O)OC1C2C=CC(C1)C2 (5-norbomene-2-yl formate), C(=O)C=C (acrolein). Yields the product C(=O)OC1CC2C3CC=COC3C1C2 (3-oxa-tricyclo[6.2.1.02,7]undec-4-ene-10-yl formate). The yield is 49.0%. As a reaction SMILES: [CH:1]([O:3][CH:4]1[CH2:9][CH:8]2[CH2:10][CH:5]1[CH:6]=[CH:7]2)=[O:2].[CH:11]([CH:13]=[CH2:14])=[O:12]>>[CH:1]([O:3][CH:4]1[CH:5]2[CH2:10][CH:8]([CH:7]3[CH:6]2[O:12][CH:11]=[CH:13][CH2:14]3)[CH2:9]1)=[O:2]. Procedure details: 248 g of 5-norbomene-2-yl formate and 33.6 g of acrolein were reacted in the same manner asin Examplel1-1to synthesize adesired product. As aresult, 57 g of 3-oxa-tricyclo[6.2.1.02,7]undec-4-ene-10-yl formate was obtained. The reactants are [Si](C1=CC=CC=C1)(C1=CC=CC=C1)(C(C)(C)C)Cl (t-butyldiphenylsilylchloride), OCC(CO)=C (2-hydroxymethyl-2-propene-1-ol). Reagents/catalysts: CN(C1=CC=NC=C1)C (4-dimethylaminopyridine). The solvent is ClCCl (dichloromethane), ClCCl (dichloromethane). Reaction conditions: temperature 20 celsius, time 8 hour. Yields the product [Si](C1=CC=CC=C1)(C1=CC=CC=C1)(C(C)(C)C)OCC(CO)=C (2-t-Butyldiphenylsilyloxymethyl-2-propene-1-ol). As a reaction SMILES: [Si:1](Cl)([C:14]([CH3:17])([CH3:16])[CH3:15])([C:8]1[CH:13]=[CH:12][CH:11]=[CH:10][CH:9]=1)[C:2]1[CH:7]=[CH:6][CH:5]=[CH:4][CH:3]=1.[OH:19][CH2:20][C:21](=[CH2:24])[CH2:22][OH:23]>ClCCl.CN(C)C1C=CN=CC=1>[Si:1]([O:19][CH2:20][C:21](=[CH2:24])[CH2:22][OH:23])([C:14]([CH3:17])([CH3:16])[CH3:15])([C:8]1[CH:13]=[CH:12][CH:11]=[CH:10][CH:9]=1)[C:2]1[CH:7]=[CH:6][CH:5]=[CH:4][CH:3]=1. Procedure: A solution of t-butyldiphenylsilylchloride (45 g, 165 mmol) in anhydrous dichloromethane (60 ml) is added dropwise to a stirred solution of 2-hydroxymethyl-2-propene-1-ol (12 g, 165 mmol) triethylamine (27.5 ml) and 4-dimethylaminopyridine (2 g) in anhydrous dichloromethane (300 ml) at 0° C. Then, the mixture is stirred at 20° C. overnight, washed with a saturated solution of ammonium chloride and brine. The title product is obtained by flash chromatography on silica gel (19.4 g, 40%). Reactants: Cl.COC1=CC=2C3CNCC(CC2C=C1)C3 (4-Methoxy-11-aza-tricyclo[7.3.1.02,7]trideca-2(7),3,5-triene hydrochloride), Br (HBr), [OH-].[Na+] (NaOH). Product: C12C=3C=C(C=CC3CC(CNC1)C2)O (11-AZA-TRICYCLO[7.3.1.02,7]TRIDECA-2(7),3,5-TRIEN-4-OL). Reaction SMILES: Cl.C[O:3][C:4]1[CH:15]=[CH:14][C:13]2[CH2:12][CH:11]3[CH2:16][CH:7]([CH2:8][NH:9][CH2:10]3)[C:6]=2[CH:5]=1.Br.[OH-].[Na+]>>[CH:7]12[CH2:16][CH:11]([CH2:10][NH:9][CH2:8]1)[CH2:12][C:13]1[CH:14]=[CH:15][C:4]([OH:3])=[CH:5][C:6]2=1 |f:0.1,3.4|. Reported procedure: 4-Methoxy-11-aza-tricyclo[7.3.1.02,7]trideca-2(7),3,5-triene hydrochloride (120 mg, 0.50 mmol) was brought to reflux in 48%HBr (2 mL). After 1 hour the solution was cooled and poured Into a 1N aq. NaOH soln. adjusted to pH 10 and product was extracted with EtOAc (3×40 mL). The organic layer was washed with brine (50 mL), dried (MgSO4) and concentrated to a white solid which was recrystallized from Et2O/hexanes (40 mg, 42%). (TLC 50%EtOAc/CH2Cl2 Rf 0.15). 1H NMR (CDCl3) δ6.96 (d, J=8.0 Hz, 1H), 6... Starting materials: CCI, C1CCOC1, [Li]CCCC, CCCCCC, CC(C)NC(C)C, O=C(O)CCC(F)(F)F. Product: CCC(CC(F)(F)F)C(=O)O. Reaction SMILES: [CH2:22]([I:23])[CH3:24].[CH2:25]1[O:26][CH2:27][CH2:28][CH2:29]1.[CH2:8]([Li:9])[CH2:10][CH2:11][CH3:12].[CH3:30][CH2:31][CH2:32][CH2:33][CH2:34][CH3:35].[CH:1]([CH3:2])([NH:3][CH:4]([CH3:5])[CH3:6])[CH3:7].[F:13][C:14]([CH2:15][CH2:16][C:17](=[O:18])[OH:19])([F:20])[F:21]>>[CH2:1]([CH3:2])[CH:16]([CH2:15][C:14]([F:13])([F:20])[F:21])[C:17](=[O:18])[OH:19]. Starting materials: COC(CBr)OC, O=C([O-])[O-], [K+], [K+], NCCO, C1COCCO1. The product is COC(CNCCO)OC. As a reaction SMILES: [Br:11][CH2:12][CH:13]([O:14][CH3:15])[O:16][CH3:17].[C:5](=[O:6])([O-:7])[O-:8].[K+:10].[K+:9].[NH2:1][CH2:2][CH2:3][OH:4].[O:18]1[CH2:19][CH2:20][O:21][CH2:22][CH2:23]1>>[NH:1]([CH2:2][CH2:3][OH:4])[CH2:12][CH:13]([O:14][CH3:15])[O:16][CH3:17].